Dataset: the Open Reaction Database (ORD), a public repository of structured organic reaction records. Task: describe an organic reaction: reactants, conditions, products, and yield RXN SMILES: [Br:1][c:2]1[cH:3][n:4][c:5]([Cl:8])[n:6][cH:7]1.[CH3:12][CH2:13][OH:14].[CH3:9][S-:10].[Na+:11]>>[Br:1][c:2]1[cH:3][n:4][c:5]([S:10][CH3:9])[n:6][cH:7]1. Product: CSc1ncc(Br)cn1. The reactants are Clc1ncc(Br)cn1, CCO, C[S-], [Na+]. Starting materials: C(C1=CC=CC=C1)N1CC2C(C1)O2 (1-benzyl-3,4-epoxypyrrolidine), COC1=CC=C(C=C1)O (p-methoxyphenol), tan solid. Reagents/catalysts: O (water). The solvent is C(Cl)Cl (methylene chloride). Product: COC1=CC=C(O[C@H]2[C@@H](CN(C2)CC2=CC=CC=C2)O)C=C1 (Trans-4-(4-methoxyphenoxy)-1-phenylmethyl-3-pyrrolidinol). RXN SMILES: [CH2:1]([N:8]1[CH2:12][CH:11]2[O:13][CH:10]2[CH2:9]1)[C:2]1[CH:7]=[CH:6][CH:5]=[CH:4][CH:3]=1.[CH3:14][O:15][C:16]1[CH:21]=[CH:20][C:19]([OH:22])=[CH:18][CH:17]=1>O.C(Cl)Cl>[CH3:14][O:15][C:16]1[CH:21]=[CH:20][C:19]([O:22][C@@H:11]2[CH2:12][N:8]([CH2:1][C:2]3[CH:3]=[CH:4][CH:5]=[CH:6][CH:7]=3)[CH2:9][C@H:10]2[OH:13])=[CH:18][CH:17]=1. Reported procedure: A mixture of 17.5 g. (0.10 mole) of 1-benzyl-3,4-epoxypyrrolidine, 13.4 g. (0.11 mole) of p-methoxyphenol, and 3 drops of water was heated on a steam bath overnight. The dark residue was dissolved in methylene chloride and the solution was washed with two 50-ml. portions of 5% sodium hydroxide. The methylene chloride layer was dried over anhydrous sodium sulfate and concentrated to give 23.7 g. of viscous dark oil. This oil was chromatographed on 480 g. of silica gel 60 and the product was elute... The reactants are N#Cc1ncc(NCCO)nc1Br, O=C([O-])[O-], c1ccc2c(c1)CCNCC2, CN(C)C=O, Cl, [K+], [K+]. The product is N#Cc1ncc(NCCO)nc1N1CCc2ccccc2CC1. As a reaction SMILES: [Br:7][c:8]1[c:9]([C:18]#[N:19])[n:10][cH:11][c:12]([NH:14][CH2:15][CH2:16][OH:17])[n:13]1.[C:1](=[O:2])([O-:3])[O-:4].[CH2:21]1[CH2:22][NH:23][CH2:24][CH2:25][c:26]2[c:27]1[cH:28][cH:29][cH:30][cH:31]2.[CH3:32][N:33]([CH3:34])[CH:35]=[O:36].[ClH:20].[K+:5].[K+:6]>>[c:8]1([N:23]2[CH2:22][CH2:21][c:27]3[c:26]([cH:31][cH:30][cH:29][cH:28]3)[CH2:25][CH2:24]2)[c:9]([C:18]#[N:19])[n:10][cH:11][c:12]([NH:14][CH2:15][CH2:16][OH:17])[n:13]1. Reactants: C1(CCCC1)NC([C@@H](C(C)C)NCC1=C2C(=NC=C1)N(C=C2C(=O)OC)C(=O)OC(C)(C)C)=O ((R)-1-tert-butyl 3-methyl 4-((1-(cyclopentylamino)-3-methyl-1-oxobutan-2-ylamino)methyl)-1H-pyrrolo[2,3-b]pyridine-1,3-dicarboxylate), [OH-].[Na+] (NaOH). Solvent: CO (MeOH). Yields the product C1(CCCC1)NC([C@@H](C(C)C)NCC1=C2C(=NC=C1)NC=C2C(=O)O)=O ((R)-4-((1-(cyclopentylamino)-3-methyl-1-oxobutan-2-ylamino)methyl)-1H-pyrrolo[2,3-b]pyridine-3-carboxylic acid). As a reaction SMILES: [CH:1]1([NH:6][C:7](=[O:34])[C@H:8]([NH:12][CH2:13][C:14]2[CH:19]=[CH:18][N:17]=[C:16]3[N:20](C(OC(C)(C)C)=O)[CH:21]=[C:22]([C:23]([O:25]C)=[O:24])[C:15]=23)[CH:9]([CH3:11])[CH3:10])[CH2:5][CH2:4][CH2:3][CH2:2]1.[OH-].[Na+]>CO>[CH:1]1([NH:6][C:7](=[O:34])[C@H:8]([NH:12][CH2:13][C:14]2[CH:19]=[CH:18][N:17]=[C:16]3[NH:20][CH:21]=[C:22]([C:23]([OH:25])=[O:24])[C:15]=23)[CH:9]([CH3:11])[CH3:10])[CH2:2][CH2:3][CH2:4][CH2:5]1 |f:1.2|. Procedure: To an 8 mL scintillation vial equipped for stirring was added (R)-1-tert-butyl 3-methyl 4-((1-(cyclopentylamino)-3-methyl-1-oxobutan-2-ylamino)methyl)-1H-pyrrolo[2,3-b]pyridine-1,3-dicarboxylate (105 mg, 0.222 mmol) under nitrogen. Aqueous NaOH (12N, 2 mL) and MeOH (1 mL) were added and the solution was stirred at 53° C. for 48 h. The reaction mixture was purified via preparative mass trigger LC-MS (AcCN/H2O, 5-90%). The fractions were collected, concentrated, and dried in vacuo to afford the ti...